describe an organic reaction: reactants, conditions, products, and yield From a dataset of the Open Reaction Database (ORD), a public repository of structured organic reaction records. Starting materials: FC=1C=CC(=C(N)C1)[N+](=O)[O-] (5-fluoro-2-nitroaniline), OS(=O)(=O)O.O (H2SO4 H2O), OCC(O)CO (glycerol), [Na+].[N+](=O)([O-])C=1C=C(C=CC1)S(=O)(=O)[O-] (3-nitrobenzenesulfonic acid sodium salt). Yields the product FC1=C2C=CC=NC2=C(C=C1)[N+](=O)[O-] (5-Fluoro-8-nitroquinoline). The yield is 40.7%. RXN SMILES: [F:1][C:2]1[CH:3]=[CH:4][C:5]([N+:9]([O-:11])=[O:10])=[C:6]([CH:8]=1)[NH2:7].O[CH2:13][CH:14]([CH2:16]O)O.[Na+].[N+](C1C=C(S([O-])(=O)=O)C=CC=1)([O-])=O.OS(O)(=O)=O.O>>[F:1][C:2]1[CH:3]=[CH:4][C:5]([N+:9]([O-:11])=[O:10])=[C:6]2[C:8]=1[CH:13]=[CH:14][CH:16]=[N:7]2 |f:2.3,4.5|. Procedure: In a similar fashion using route 10 general procedure 20, 5-fluoro-2-nitroaniline (1.0 g, 6.4 mmol), glycerol (1.83 g, 19.86 mmol), 3-nitrobenzenesulfonic acid sodium salt (1.8 g, 8.33 mmol) and H2SO4/H2O (1.2 ml, 7:5) gave the title compound (500 mg, 60%) after purification by column chromatography with DCM as the eluent. Starting materials: [N+](=O)([O-])[O-].[Na+] (sodium nitrate), NC1=CC=C(C2=C1OCCO2)C(=O)O (8-amino-1,4-benzodioxane-5-carboxylic acid), Cl (hydrochloric acid), cuprous chloride, Cl (hydrochloric acid). Solvent: O (water), O (water). Reaction conditions: temperature 40 celsius. Yields the product ClC1=CC=C(C2=C1OCCO2)C(=O)O (8-chloro-1,4-benzodioxane-5-carboxylic acid). The yield is 62.0%. Reaction SMILES: N[C:2]1[C:7]2[O:8][CH2:9][CH2:10][O:11][C:6]=2[C:5]([C:12]([OH:14])=[O:13])=[CH:4][CH:3]=1.[N+]([O-])([O-])=O.[Na+].[ClH:20]>O>[Cl:20][C:2]1[C:7]2[O:8][CH2:9][CH2:10][O:11][C:6]=2[C:5]([C:12]([OH:14])=[O:13])=[CH:4][CH:3]=1 |f:1.2|. Procedure details: 29.3 g of 8-amino-1,4-benzodioxane-5-carboxylic acid, 120 ml of water and 30 ml of hydrochloric acid were introduced into a balloon flask provided with an agitator and a thermometer. The mixture was heated to 40° C. and then cooled to 5° C. and a solution of 10.5 g of sodium nitrate in 20 ml of water was added in portions with the temperature being maintained at from 5°-10° C. The mixture was agitated and then poured into a solution of 12 g of cuprous chloride in 45 ml of hydrochloric acid (d=1.... Starting materials: Brc1ccn2nc(Br)nc2c1, CC(C)(C)OC(N)=O, O=C([O-])[O-], [Cs+], [Cs+], O=C(C=Cc1ccccc1)C=Cc1ccccc1, C1COCCO1, O=C(C=Cc1ccccc1)C=Cc1ccccc1, O=C(C=Cc1ccccc1)C=Cc1ccccc1, [Pd], [Pd], CC1(C)c2cccc(P(c3ccccc3)c3ccccc3)c2Oc2c(P(c3ccccc3)c3ccccc3)cccc21. The product is CC(C)(C)OC(=O)Nc1ccn2nc(Br)nc2c1. As a reaction SMILES: [Br:1][c:2]1[n:3][n:4]2[c:5]([cH:6][c:7]([Br:10])[cH:8][cH:9]2)[n:11]1.[C:12]([NH2:13])([O:14][C:15]([CH3:16])([CH3:17])[CH3:18])=[O:19].[C:20](=[O:21])([O-:22])[O-:23].[Cs+:24].[Cs+:25].[O:112]=[C:113]([CH:114]=[CH:115][c:116]1[cH:117][cH:118][cH:119][cH:120][cH:121]1)[CH:122]=[CH:123][c:124]1[cH:125][cH:126][cH:127][cH:128][cH:129]1.[O:68]1[CH2:69][CH2:70][O:71][CH2:72][CH2:73]1.[O:76]=[C:77]([CH:78]=[CH:79][c:80]1[cH:81][cH:82][cH:83][cH:84][cH:85]1)[CH:86]=[CH:87][c:88]1[cH:89][cH:90][cH:91][cH:92][cH:93]1.[O:94]=[C:95]([CH:96]=[CH:97][c:98]1[cH:99][cH:100][cH:101][cH:102][cH:103]1)[CH:104]=[CH:105][c:106]1[cH:107][cH:108][cH:109][cH:110][cH:111]1.[Pd:74].[Pd:75].[c:26]1([P:27]([c:28]2[cH:29][cH:30][cH:31][cH:32][cH:33]2)[c:34]2[c:35]3[c:59]([cH:60][cH:61][cH:62]2)[C:56]([CH3:57])([CH3:58])[c:38]2[c:37]([c:42]([P:43]([c:44]4[cH:45][cH:46][cH:47][cH:48][cH:49]4)[c:50]4[cH:51][cH:52][cH:53][cH:54][cH:55]4)[cH:41][cH:40][cH:39]2)[O:36]3)[cH:63][cH:64][cH:65][cH:66][cH:67]1>>[Br:1][c:2]1[n:3][n:4]2[c:5]([cH:6][c:7]([NH:13][C:12]([O:14][C:15]([CH3:16])([CH3:17])[CH3:18])=[O:19])[cH:8][cH:9]2)[n:11]1. Reactants: N1=C(N=CC=C1)N1CCN(CC1)CCCCN1S(C2=C(C1=O)C=CC(=C2)[N+](=O)[O-])(=O)=O (2-(4-(4-(2-pyrimidinyl)-1-piperazinyl)butyl)-6-nitro-1,2-benzoisothiazol-3(2H)one 1,1-dioxide), O.O.Cl[Sn]Cl (SnCl2.2H2O). Run in Cl (hydrochloric acid), Cl (hydrochloric acid). Run at time 30 minute. Yields the product N1=C(N=CC=C1)N1CCN(CC1)CCCCN1S(C2=C(C1=O)C=CC(=C2)N)(=O)=O (2-(4-(4-(2-pyrimidinyl)-1-piperazinyl)butyl)-6-amino-1,2-benzisothiazol-3(2H)one 1,1-dioxide). Yield: 71.0%. Reaction SMILES: [N:1]1[CH:6]=[CH:5][CH:4]=[N:3][C:2]=1[N:7]1[CH2:12][CH2:11][N:10]([CH2:13][CH2:14][CH2:15][CH2:16][N:17]2[C:21](=[O:22])[C:20]3[CH:23]=[CH:24][C:25]([N+:27]([O-])=O)=[CH:26][C:19]=3[S:18]2(=[O:31])=[O:30])[CH2:9][CH2:8]1.O.O.Cl[Sn]Cl>Cl>[N:3]1[CH:4]=[CH:5][CH:6]=[N:1][C:2]=1[N:7]1[CH2:12][CH2:11][N:10]([CH2:13][CH2:14][CH2:15][CH2:16][N:17]2[C:21](=[O:22])[C:20]3[CH:23]=[CH:24][C:25]([NH2:27])=[CH:26][C:19]=3[S:18]2(=[O:30])=[O:31])[CH2:9][CH2:8]1 |f:1.2.3|. Procedure details: 0.03 mol of 2-(4-(4-(2-pyrimidinyl)-1-piperazinyl)butyl)-6-nitro-1,2-benzoisothiazol-3(2H)one 1,1-dioxide is dissolved in 50 ml of concentrated hydrochloric acid, and a solution of 0.13 mol of SnCl2.2H2O in 100 ml of concentrated hydrochloric acid is added. After the exothermic reaction is complete, the mixture is stirred for 30 minutes. The mixture is poured onto ice, filtered and the crystals are washed with water. After treatment with dilute sodium hydroxide solution, the base is extracted by... Reactants: ClC1=C(C(=O)O)C=CC=C1F (2-chloro-3-fluorobenzoic acid), CC1=NC=C(C=N1)C(CN)N1CCOCCC1 (2-(2-methylpyrimidin-5-yl)-2-(1,4-oxazepan-4-yl)ethanamine). The product is ClC1=C(C(=O)NCC(N2CCOCCC2)C=2C=NC(=NC2)C)C=CC=C1F (2-chloro-3-fluoro-N-(2-(2-methylpyrimidin-5-yl)-2-(1,4-oxazepan-4-yl)ethyl)benzamide). RXN SMILES: [Cl:1][C:2]1[C:10]([F:11])=[CH:9][CH:8]=[CH:7][C:3]=1[C:4]([OH:6])=O.[CH3:12][C:13]1[N:18]=[CH:17][C:16]([CH:19]([N:22]2[CH2:28][CH2:27][CH2:26][O:25][CH2:24][CH2:23]2)[CH2:20][NH2:21])=[CH:15][N:14]=1>>[Cl:1][C:2]1[C:10]([F:11])=[CH:9][CH:8]=[CH:7][C:3]=1[C:4]([NH:21][CH2:20][CH:19]([C:16]1[CH:17]=[N:18][C:13]([CH3:12])=[N:14][CH:15]=1)[N:22]1[CH2:28][CH2:27][CH2:26][O:25][CH2:24][CH2:23]1)=[O:6]. Procedure details: From 2-chloro-3-fluorobenzoic acid and 2-(2-methylpyrimidin-5-yl)-2-(1,4-oxazepan-4-yl)ethanamine. Starting materials: C(CCC)[Li] (n-Butyllithium), BrC1=C(C=CC=C1)C1=CC=CC=C1 (2-Bromobiphenyl), S(=O)(=O)(Cl)Cl (sulfuryl chloride). Solvent: C(C)(=O)OCC (ethyl acetate), CCOCC (ether). Conditions: temperature -78 celsius. The product is C=1(C(=CC=CC1)S(=O)(=O)Cl)C1=CC=CC=C1 (2-bi-phenylsulfonyl chloride). The yield is 51.4%. Reaction SMILES: Br[C:2]1[CH:7]=[CH:6][CH:5]=[CH:4][C:3]=1[C:8]1[CH:13]=[CH:12][CH:11]=[CH:10][CH:9]=1.C([Li])CCC.[S:19](Cl)([Cl:22])(=[O:21])=[O:20]>CCOCC.C(OCC)(=O)C>[C:3]1([C:8]2[CH:13]=[CH:12][CH:11]=[CH:10][CH:9]=2)[C:2]([S:19]([Cl:22])(=[O:21])=[O:20])=[CH:7][CH:6]=[CH:5][CH:4]=1. Reported procedure: 2-Bromobiphenyl (2.33 g, 10 mmol) was dissolved in ether (10 ml) and cooled to -78° C. n-Butyllithium (2.5 M solution in hexane, 4.8 ml, 12 mmol) was added dropwise under constant stirring and an argon atmosphere. The resultant reaction mixture was stirred at -70° C. to -60° C. for 1 h. The reaction mixture was cooled to -78° C. and sulfuryl chloride (0.88 ml, 11 mmol) was added dropwise. After addition, the reaction mixture was allowed to attain ambient temperature slowly and stirred for 1 h. T... Reactants: C(C)(C)(C)OC(COC1=C(C=C(C=C1)Br)C#CC1=CC(=CC=C1)S(=O)(=O)CCC)=O (tert-butyl(4-bromo-2-{[3-(propylsulfonyl)phenyl]ethynyl}phenoxy)acetate), C(C)(C)(C)OC(COC1=C(C=C(C=C1)Br)C#CC1=CC(=CC=C1)S(=O)(=O)CCC)=O (tert-butyl(4-bromo-2-{[3-(propylsulfonyl)phenyl]ethynyl}phenoxy)acetate), S1C=C(C=C1)B(O)O (3-thienylboronic acid), [F-].[Cs+] (caesium fluoride). Reagents/catalysts: Cl[Pd]([P](C1=CC=CC=C1)(C2=CC=CC=C2)C3=CC=CC=C3)([P](C4=CC=CC=C4)(C5=CC=CC=C5)C6=CC=CC=C6)Cl (bis(triphenylphosphine)palladium(II) chloride). Reaction conditions: temperature 150 celsius, time 1 day. Yields the product C(CC)S(=O)(=O)C=1C=C(C=CC1)C#CC1=C(OCC(=O)O)C=CC(=C1)C1=CSC=C1 ([2-{[3-(propylsulfonyl)phenyl]ethynyl}-4-(3-thienyl)phenoxy]acetic acid). As a reaction SMILES: C([O:5][C:6](=[O:30])[CH2:7][O:8][C:9]1[CH:14]=[CH:13][C:12](Br)=[CH:11][C:10]=1[C:16]#[C:17][C:18]1[CH:23]=[CH:22][CH:21]=[C:20]([S:24]([CH2:27][CH2:28][CH3:29])(=[O:26])=[O:25])[CH:19]=1)(C)(C)C.[S:31]1[CH:35]=[CH:34][C:33](B(O)O)=[CH:32]1.[F-].[Cs+]>Cl[Pd](Cl)([P](C1C=CC=CC=1)(C1C=CC=CC=1)C1C=CC=CC=1)[P](C1C=CC=CC=1)(C1C=CC=CC=1)C1C=CC=CC=1>[CH2:27]([S:24]([C:20]1[CH:19]=[C:18]([C:17]#[C:16][C:10]2[CH:11]=[C:12]([C:33]3[CH:34]=[CH:35][S:31][CH:32]=3)[CH:13]=[CH:14][C:9]=2[O:8][CH2:7][C:6]([OH:5])=[O:30])[CH:23]=[CH:22][CH:21]=1)(=[O:25])=[O:26])[CH2:28][CH3:29] |f:2.3,^1:43,62|. Procedure details: A mixture of tert-butyl (4-bromo-2-{[3-(propylsulfonyl)phenyl]ethynyl}phenoxy)acetate (Intermediate 191, 200 mg; 0.41 mmol), 3-thienylboronic acid (78 mg; 0.61 mmol), caesium fluoride (185 mg; 1.22 mmol) and bis(triphenylphosphine)palladium(II) chloride (28 mg; 0.04 mmol) was placed in a microwave tube. The tube was sealed and degased with nitrogen before adding dioxane (4 ml) and water (2 ml). The reaction mixture was heated at 150° C. for 15 minutes in a microwave reaction system. The reaction...